This data is from the Open Reaction Database (ORD), a public repository of structured organic reaction records. The task is: describe an organic reaction: reactants, conditions, products, and yield Starting materials: BrB(Br)Br, COc1ccc(Cl)c(-c2cc(C)c3nc(N)nnc3c2)c1, ClCCl. Yields the product Cc1cc(-c2cc(O)ccc2Cl)cc2nnc(N)nc12. Reaction SMILES: [B:22]([Br:23])([Br:24])[Br:25].[Cl:1][c:2]1[c:3](-[c:10]2[cH:11][c:12]3[c:13]([n:14][c:15]([NH2:18])[n:16][n:17]3)[c:19]([CH3:21])[cH:20]2)[cH:4][c:5]([O:8][CH3:9])[cH:6][cH:7]1.[Cl:26][CH2:27][Cl:28]>>[Cl:1][c:2]1[c:3](-[c:10]2[cH:11][c:12]3[c:13]([n:14][c:15]([NH2:18])[n:16][n:17]3)[c:19]([CH3:21])[cH:20]2)[cH:4][c:5]([OH:8])[cH:6][cH:7]1.